From a dataset of the Open Reaction Database (ORD), a public repository of structured organic reaction records. describe an organic reaction: reactants, conditions, products, and yield The reactants are N(=[N+]=[N-])C[C@H](O)C1=C2C=CC(NC2=C(C=C1)OCC1=CC=CC=C1)=O ((R)-5-(2-Azido-1-hydroxyethyl)-8-(benzyloxy)quinolin-2(1H)-one), [Si](C)(C)(C(C)(C)C)OCCCCCCOCCCCC1=CC=C(C=C1)N(C(=O)C=1C=C(C=CC1)S(=O)(=O)C=1C=C2C(=C(C=NC2=C(C1)C)C(=O)N)NC1=CC(=CC=C1)OC)C (6-((3-((4-(4-((6-((tert-butyldimethylsilyl)oxy)hexyl)oxy)butyl)phenyl)(methyl)carbamoyl)phenyl)sulfonyl)-4-((3-methoxyphenyl)amino)-8-methylquinoline-3-carboxamide), C42H49N4O7S. Yields the product OCCCCCCOCCCCC1=CC=C(C=C1)N(C(=O)C=1C=C(C=CC1)S(=O)(=O)C=1C=C2C(=C(C=NC2=C(C1)C)C(=O)N)NC1=CC(=CC=C1)OC)C (6-((3-((4-(4-((6-hydroxyhexyl)oxy)butyl)phenyl)(methyl)carbamoyl)phenyl)sulfonyl)-4-((3-methoxyphenyl)amino)-8-methylquinoline-3-carboxamide). As a reaction SMILES: N(C[C@@H](C1C=CC(OCC2C=CC=CC=2)=C2C=1C=CC(=O)N2)O)=[N+]=[N-].[Si]([O:33][CH2:34][CH2:35][CH2:36][CH2:37][CH2:38][CH2:39][O:40][CH2:41][CH2:42][CH2:43][CH2:44][C:45]1[CH:50]=[CH:49][C:48]([N:51]([CH3:86])[C:52]([C:54]2[CH:55]=[C:56]([S:60]([C:63]3[CH:64]=[C:65]4[C:70](=[C:71]([CH3:73])[CH:72]=3)[N:69]=[CH:68][C:67]([C:74]([NH2:76])=[O:75])=[C:66]4[NH:77][C:78]3[CH:83]=[CH:82][CH:81]=[C:80]([O:84][CH3:85])[CH:79]=3)(=[O:62])=[O:61])[CH:57]=[CH:58][CH:59]=2)=[O:53])=[CH:47][CH:46]=1)(C(C)(C)C)(C)C>>[OH:33][CH2:34][CH2:35][CH2:36][CH2:37][CH2:38][CH2:39][O:40][CH2:41][CH2:42][CH2:43][CH2:44][C:45]1[CH:50]=[CH:49][C:48]([N:51]([CH3:86])[C:52]([C:54]2[CH:55]=[C:56]([S:60]([C:63]3[CH:64]=[C:65]4[C:70](=[C:71]([CH3:73])[CH:72]=3)[N:69]=[CH:68][C:67]([C:74]([NH2:76])=[O:75])=[C:66]4[NH:77][C:78]3[CH:83]=[CH:82][CH:81]=[C:80]([O:84][CH3:85])[CH:79]=3)(=[O:61])=[O:62])[CH:57]=[CH:58][CH:59]=2)=[O:53])=[CH:47][CH:46]=1. Procedure details: The title compound was synthesized in a manner analogous to that described for Intermediate 5, using Intermediate 78 as a substrate. ES/MS calcd. for C42H49N4O7S+ 753.3. Found m/z=753.4 (M+H)+. The reactants are C1(CC1)C1=NNC2=NC=C(C=C21)N (3-Cyclopropyl-1H-pyrazolo[3,4-b]pyridin-5-amine), ClC1=C(C(=O)O)C(=CC=C1NS(=O)(=O)CCC)F (2-chloro-6-fluoro-3-(propylsulfonamido)benzoic acid), CCN=C=NCCCN(C)C (EDCI), C=1C=CC2=C(C1)N=NN2O (HOBt). Run in CN(C)C=O (DMF), C(C)(=O)OCC (ethyl acetate). Conditions: time 24 hour. Yields the product ClC1=C(C(=O)NC=2C=C3C(=NC2)NN=C3C3CC3)C(=CC=C1NS(=O)(=O)CCC)F (2-chloro-N-(3-cyclopropyl-1H-pyrazolo[3,4-b]pyridin-5-yl)-6-fluoro-3-(propylsulfonamido)benzamide). The yield is 66.3%. Reaction SMILES: [CH:1]1([C:4]2[C:12]3[C:7](=[N:8][CH:9]=[C:10]([NH2:13])[CH:11]=3)[NH:6][N:5]=2)[CH2:3][CH2:2]1.[Cl:14][C:15]1[C:23]([NH:24][S:25]([CH2:28][CH2:29][CH3:30])(=[O:27])=[O:26])=[CH:22][CH:21]=[C:20]([F:31])[C:16]=1[C:17](O)=[O:18].CCN=C=NCCCN(C)C.C1C=CC2N(O)N=NC=2C=1>CN(C=O)C.C(OCC)(=O)C>[Cl:14][C:15]1[C:23]([NH:24][S:25]([CH2:28][CH2:29][CH3:30])(=[O:26])=[O:27])=[CH:22][CH:21]=[C:20]([F:31])[C:16]=1[C:17]([NH:13][C:10]1[CH:11]=[C:12]2[C:4]([CH:1]3[CH2:3][CH2:2]3)=[N:5][NH:6][C:7]2=[N:8][CH:9]=1)=[O:18]. Procedure details: 3-Cyclopropyl-1H-pyrazolo[3,4-b]pyridin-5-amine (0.0744 g, 0.427 mmol), 2-chloro-6-fluoro-3-(propylsulfonamido)benzoic acid (0.139 g, 0.470 mmol), EDCI (0.0901 g, 0.470 mmol), and HOBt (0.0635 g, 0.470 mmol) were dissolved in DMF (2 mL) and stirred for 24 hours. The reaction mixture was diluted with ethyl acetate and washed with water (4 X), saturated aqueous sodium bicarbonate solution (2×), and brine, dried over sodium sulfate and concentrated. The crude product was triturated with 1:1 DCM/Et2... Reactants: C([O-])([O-])=O.[Na+].[Na+] (sodium carbonate), [Ca] (calcium), [Sr] (strontium), C([O-])([O-])=O.[Na+].[Na+] (sodium carbonate), C([O-])([O-])=O (carbonate). Yields the product C([O-])([O-])=O.[Sr+2] (strontium carbonate), C([O-])([O-])=O.[Ca+2] (calcium carbonate). Reaction SMILES: [C:1](=[O:4])([O-:3])[O-:2].[Na+].[Na+].[C:7](=[O:10])([O-:9])[O-:8].[Ca:11].[Sr:12]>>[C:1](=[O:2])([O-:4])[O-:3].[Sr+2:12].[C:7](=[O:8])([O-:10])[O-:9].[Ca+2:11] |f:0.1.2,6.7,8.9|. Procedure details: To determine the effect of sodium carbonate excesses, carbonate reaction times and various levels of muds recycle on the removal of strontium and calcium from brine, separate runs are made in which 200 ml. samples of raw brine containing 25 weight percent sodium chloride, 228 ppm calcium (calculated as elemental calcium) and 15 ppm strontium compounds (calculated as elemental strontium) are contacted with the selected quantity of sodium carbonate and stirred in a 250 ml. container at approximate... Reactants: C(C)(=O)OC1C2=C(C(O1)=O)C=C1C=CC=C(C1=C2)C=O (3-acetoxy-5-formylnaphtho[2,3-c]furan-1(3H)-one), NaH2PO4, [O-]Cl=O.[Na+] (NaClO2), OO (H2O2). The solvent is CC#N (MeCN), O (H2O), [NH4+].[Cl-] (NH4Cl). Yields the product C(C)(=O)OC1C2=C(C(O1)=O)C=C1C=CC=C(C1=C2)C(=O)O (3-Acetoxy-5-hydroxycarbonylnaphtho[2,3-c]furan-1-(3H)-one). Isolated yield 80.0%. As a reaction SMILES: [C:1]([O:4][CH:5]1[O:9][C:8](=[O:10])[C:7]2[CH:11]=[C:12]3[C:17](=[CH:18][C:6]1=2)[C:16]([CH:19]=[O:20])=[CH:15][CH:14]=[CH:13]3)(=[O:3])[CH3:2].OO.[O-:23]Cl=O.[Na+]>CC#N.O.[NH4+].[Cl-]>[C:1]([O:4][CH:5]1[O:9][C:8](=[O:10])[C:7]2[CH:11]=[C:12]3[C:17](=[CH:18][C:6]1=2)[C:16]([C:19]([OH:23])=[O:20])=[CH:15][CH:14]=[CH:13]3)(=[O:3])[CH3:2] |f:2.3,6.7|. Procedure details: To a solution of 3-acetoxy-5-formylnaphtho[2,3-c]furan-1(3H)-one (100 mg, 0.377 mmol) in MeCN (0.373 mL) and H2O (0.150 mL) at rt was added NaH2PO4 (15.3 mg, 0.097 mmol) followed by 50% H2O2 (0.026 mL). NaClO2 (1.0 M in H2O, 0.518 mL) was added over the course of 2 h via syringe pump. The reaction mixture was then diluted with saturated aqueous NH4Cl and extracted with EtOAc. The organic layer was dried over MgSO4 and concentrated to give the title compound (87 mg, 80%). The reactants are C=CC12CCc3cc(O)ccc3C1C(CCCCCBr)CC1(C)C(O)CCC12, CNC. Yields the product C=CC12CCc3cc(O)ccc3C1C(CCCCCN(C)C)CC1(C)C(O)CCC12. RXN SMILES: [Br:4][CH2:5][CH2:6][CH2:7][CH2:8][CH2:9][CH:10]1[CH:11]2[c:12]3[cH:13][cH:14][c:15]([OH:31])[cH:16][c:17]3[CH2:18][CH2:19][C:20]2([CH:29]=[CH2:30])[CH:21]2[CH2:22][CH2:23][CH:24]([OH:28])[C:25]2([CH3:26])[CH2:27]1.[CH3:1][NH:2][CH3:3]>>[CH3:1][N:2]([CH3:3])[CH2:5][CH2:6][CH2:7][CH2:8][CH2:9][CH:10]1[CH:11]2[c:12]3[cH:13][cH:14][c:15]([OH:31])[cH:16][c:17]3[CH2:18][CH2:19][C:20]2([CH:29]=[CH2:30])[CH:21]2[CH2:22][CH2:23][CH:24]([OH:28])[C:25]2([CH3:26])[CH2:27]1.